From a dataset of the Open Reaction Database (ORD), a public repository of structured organic reaction records. describe an organic reaction: reactants, conditions, products, and yield The reactants are C(=O)([O-])[O-].[Na+].[Na+] (Na2CO3), ice, C(C)OC(C1=C(N=CC=C1)C1N(N(CC=C1)C(=O)OCC)C(=O)OCC)=O (2-(1,2-diethoxycarbonyl-1,2,3,6-tetrahydropyridazin-3-yl)nicotinic acid ethyl ester), OS(=O)(=O)O (H2SO4). Run in O (water), O (water). Yields the product N1N2C(=CCC1)C1=C(C2=O)C=CC=N1 (1,2,3,9-tetrahydropyridino[2'3':3,4]pyrrolo[1,2-b]pyridazin-9-one). Reaction SMILES: C(OC(=O)[C:5]1[CH:10]=[CH:9][CH:8]=[N:7][C:6]=1[CH:11]1[CH:16]=[CH:15][CH2:14][N:13](C(OCC)=O)[N:12]1[C:22]([O:24]CC)=O)C.OS(O)(=O)=O.C([O-])([O-])=O.[Na+].[Na+]>O>[NH:13]1[CH2:14][CH2:15][CH:16]=[C:11]2[C:6]3[N:7]=[CH:8][CH:9]=[CH:10][C:5]=3[C:22](=[O:24])[N:12]12 |f:2.3.4|. Reported procedure: 6.6 g of 2-(1,2-diethoxycarbonyl-1,2,3,6-tetrahydropyridazin-3-yl)nicotinic acid ethyl ester are mixed with 15 ml water and 60 ml of H2SO4 added with cooling. The reaction mixture is heated under nitrogen to 120° over 1 hr in a hot oil bath. The mixture is slowly poured into 125 g Na2CO3 and 250 g of ice and 125 ml of water. The alkaline mixture is filtered through celite and repeatedly extracted with ethylacetate (8×100 ml) and the extracts dried over MgSO4. After filtration the solvent is remo... Product: COC=1C(C(=C(C(C1OC)=O)CC=1C=CC(=C(C(=O)NC2=CC(=C(C(=C2)OC)OC)OC)C1)O)C)=O (N-[5-(5,6-Dimethoxy-3-methyl-1,4-benzoquinon-2-yl)methyl-2-hydroxybenzoyl]-3,4,5-trimethoxyaniline). Run in CO (methanol), O (water). Reported procedure: N-[5-(5,6-Dimethoxy-3-methyl-1,4-benzoquinon-2-yl)methyl-2-acetoxybenzoyl]-3,4,5-trimethoxyaniline (0.100 g, 0.185 mmol) was dissolved in methanol (6 ml) and after adding thereto an aqueous saturated sodium hydrogencarbonate solution (3 ml), the solution was stirred at room temperature for 3 hours. After the completion of reaction, the reaction solution was diluted with water and then extracted with ethyl acetate. The extract was washed with water and then dried, and the solvent was removed by d... Starting materials: COC=1C(C(=C(C(C1OC)=O)CC=1C=CC(=C(C(=O)NC2=CC(=C(C(=C2)OC)OC)OC)C1)OC(C)=O)C)=O (N-[5-(5,6-Dimethoxy-3-methyl-1,4-benzoquinon-2-yl)methyl-2-acetoxybenzoyl]-3,4,5-trimethoxyaniline), C(O)([O-])=O.[Na+] (sodium hydrogencarbonate). Reaction SMILES: [CH3:1][O:2][C:3]1[C:4](=[O:39])[C:5]([CH3:38])=[C:6]([CH2:12][C:13]2[CH:14]=[CH:15][C:16]([O:34]C(=O)C)=[C:17]([CH:33]=2)[C:18]([NH:20][C:21]2[CH:26]=[C:25]([O:27][CH3:28])[C:24]([O:29][CH3:30])=[C:23]([O:31][CH3:32])[CH:22]=2)=[O:19])[C:7](=[O:11])[C:8]=1[O:9][CH3:10].C(=O)([O-])O.[Na+]>CO.O>[CH3:1][O:2][C:3]1[C:4](=[O:39])[C:5]([CH3:38])=[C:6]([CH2:12][C:13]2[CH:14]=[CH:15][C:16]([OH:34])=[C:17]([CH:33]=2)[C:18]([NH:20][C:21]2[CH:26]=[C:25]([O:27][CH3:28])[C:24]([O:29][CH3:30])=[C:23]([O:31][CH3:32])[CH:22]=2)=[O:19])[C:7](=[O:11])[C:8]=1[O:9][CH3:10] |f:1.2|. The yield is 54.6%. Reactants: ClCC1=CC=CC(=N1)C(=O)NC1=C2C=NN(C2=CC(=C1)C=1C=C2C(=NC1)N(N=C2)S(=O)(=O)C2=CC=CC=C2)S(=O)(=O)C2=CC=CC=C2 (6-(Chloromethyl)-N-{1-(phenylsulfonyl)-6-[1-(phenylsulfonyl)-1H-pyrazolo[3,4-b]pyridin-5-yl]-1H-indazol-4-yl}-2-pyridinecarboxamide), N1CCOCC1 (morpholine), CCN(C(C)C)C(C)C (DIPEA), [I-].[Na+] (sodium iodide), C[Si]([O-])(C)C.[K+] (Potassium trimethylsilanolate). Solvent: CC#N (MeCN), C1CCOC1 (THF). Run at temperature 70 celsius. Product: C(=O)O.N1(CCOCC1)CC1=CC=CC(=N1)C(=O)NC1=C2C=NNC2=CC(=C1)C=1C=C2C(=NC1)NN=C2 (Formic acid 6-(4-morpholinylmethyl)-N-[6-(1H-pyrazolo[3,4-b]pyridin-5-yl)-1H-indazol-4-yl]-2-pyridinecarboxamide). The yield is 22.2%. As a reaction SMILES: Cl[CH2:2][C:3]1[N:8]=[C:7]([C:9]([NH:11][C:12]2[CH:20]=[C:19]([C:21]3[CH:22]=[C:23]4[CH:29]=[N:28][N:27](S(C5C=CC=CC=5)(=O)=O)[C:24]4=[N:25][CH:26]=3)[CH:18]=[C:17]3[C:13]=2[CH:14]=[N:15][N:16]3S(C2C=CC=CC=2)(=O)=O)=[O:10])[CH:6]=[CH:5][CH:4]=1.[NH:48]1[CH2:53][CH2:52][O:51][CH2:50][CH2:49]1.CCN(C(C)C)C(C)C.[I-].[Na+].C[Si](C)(C)[O-].[K+]>CC#N.C1COCC1>[CH:9]([OH:10])=[O:51].[N:48]1([CH2:2][C:3]2[N:8]=[C:7]([C:9]([NH:11][C:12]3[CH:20]=[C:19]([C:21]4[CH:22]=[C:23]5[CH:29]=[N:28][NH:27][C:24]5=[N:25][CH:26]=4)[CH:18]=[C:17]4[C:13]=3[CH:14]=[N:15][NH:16]4)=[O:10])[CH:6]=[CH:5][CH:4]=2)[CH2:53][CH2:52][O:51][CH2:50][CH2:49]1 |f:3.4,5.6,9.10|. Procedure: 6-(Chloromethyl)-N-{1-(phenylsulfonyl)-6-[1-(phenylsulfonyl)-1H-pyrazolo[3,4-b]pyridin-5-yl]-1H-indazol-4-yl}-2-pyridinecarboxamide (0.05 g, 0.09 mmol) was dissolved in MeCN (0.5 ml) and added to a vessel containing morpholine (0.1 mmol). DIPEA (0.026 ml, 0.15 mmol) and sodium iodide (0.015 g, 0.1 mmol) were then added and the mixture was heated to 70° C. for 18 hr. Potassium trimethylsilanolate (0.5 mmol, 0.063 g), dissolved in THF (0.25 ml) was then added and the mixture was heated at 50° C. f... The reactants are CS(=O)(=O)Cl (methane-sulfonyl chloride), C(C)(C)(C)OC(=O)N[C@@H]1[C@H](CCCC1)O ((1S,2S)-2-tert-Butoxycarbonylamino-1-cyclohexanol), C(C)OCC (diethyl ether). The solvent is N1=CC=CC=C1 (pyridine). Conditions: time 5 hour. The product is C(C)(C)(C)OC(=O)N[C@@H]1[C@H](CCCC1)OS(=O)(=O)C ((1S,2S)-1-tert-Butoxycarbonylamino-2-methanesulfonyloxy-cyclohexane). Yield: 71.6%. Reaction SMILES: [C:1]([O:5][C:6]([NH:8][C@H:9]1[CH2:14][CH2:13][CH2:12][CH2:11][C@@H:10]1[OH:15])=[O:7])([CH3:4])([CH3:3])[CH3:2].[CH3:16][S:17](Cl)(=[O:19])=[O:18].C(OCC)C>N1C=CC=CC=1>[C:1]([O:5][C:6]([NH:8][C@H:9]1[CH2:14][CH2:13][CH2:12][CH2:11][C@@H:10]1[O:15][S:17]([CH3:16])(=[O:19])=[O:18])=[O:7])([CH3:4])([CH3:2])[CH3:3]. Procedure: (1S,2S)-2-tert-Butoxycarbonylamino-1-cyclohexanol (646 mg) was dissolved in pyridine (4 ml), methane-sulfonyl chloride (378 mg) was added with ice cooling, and the mixture was stirred for 5 hours. After diethyl ether was added to the reaction mixture and washed 5 times with water, the resultant organic layer was dried over anhydrous sodium sulfate. The solvent was distilled off under reduced pressure to obtain the title compound (630 mg) as colorless crystals. The reactants are CN1C=NC=C1 (1-methylimidazole), C1(=CC=C(C=C1)S(=O)(=O)OCCCCCCCCCCCCCCCCCC)C (octadecyl p-toluenesulfonate). Run at temperature 120 celsius, time 5 hour. Product: C1(=CC=C(C=C1)S(=O)(=O)[O-])C.C[N+]1=CN(C=C1)CCCCCCCCCCCCCCCCCC (1-methyl-3-octadecylimidazolium p-toluenesulfonate). Yield: 91.3%. Reaction SMILES: [CH3:1][N:2]1[CH:6]=[CH:5][N:4]=[CH:3]1.[C:7]1([CH3:35])[CH:12]=[CH:11][C:10]([S:13]([O:16][CH2:17][CH2:18][CH2:19][CH2:20][CH2:21][CH2:22][CH2:23][CH2:24][CH2:25][CH2:26][CH2:27][CH2:28][CH2:29][CH2:30][CH2:31][CH2:32][CH2:33][CH3:34])(=[O:15])=[O:14])=[CH:9][CH:8]=1>>[C:7]1([CH3:35])[CH:8]=[CH:9][C:10]([S:13]([O-:16])(=[O:14])=[O:15])=[CH:11][CH:12]=1.[CH3:1][N+:2]1[CH:6]=[CH:5][N:4]([CH2:34][CH2:33][CH2:32][CH2:31][CH2:30][CH2:29][CH2:28][CH2:27][CH2:26][CH2:25][CH2:24][CH2:23][CH2:22][CH2:21][CH2:20][CH2:19][CH2:18][CH3:17])[CH:3]=1 |f:2.3|. Procedure details: In a 100 ml flask equipped with a stirrer, a condenser and a calcium chloride dryer tube were charged 3.7 g of 1-methylimidazole and 10.0 g of octadecyl p-toluenesulfonate, and the mixture was stirred at 120° C. for 5 hours. After cooling the reaction mixture to room temperature, precipitated crystals were collected by filtration under reduced pressure. The resulting crystals were recrystallized from acetone to obtain 10.9 g of the title compound. Melting point: 71° C. Starting materials: C(C1=CC=CC=C1)OC(C)O (benzyloxy-ethanol), Cl (hydrochloric acid), C1CCOC1 (THF), [Na] (sodium), C(C=C)(=O)OCC (ethyl acrylate). Conditions: time 20 hour. Yields the product C(C1=CC=CC=C1)OCCOCCC(=O)OCC (ethyl 3-(2-benzyloxy-ethoxy)-propionate). As a reaction SMILES: [CH2:1]([O:8][CH:9](O)[CH3:10])[C:2]1[CH:7]=[CH:6][CH:5]=[CH:4][CH:3]=1.[Na].[C:13]([O:17][CH2:18][CH3:19])(=[O:16])[CH:14]=[CH2:15].Cl.C1C[O:24]CC1>>[CH2:1]([O:8][CH2:9][CH2:10][O:24][CH2:15][CH2:14][C:13]([O:17][CH2:18][CH3:19])=[O:16])[C:2]1[CH:7]=[CH:6][CH:5]=[CH:4][CH:3]=1 |^1:11|. Procedure: 8.53 ml (60.0 mmol) benzyloxy-ethanol are combined with 13 mg (0.57 mmol) sodium in 40 ml THF, then when it has dissolved 5.95 ml (54.7 mmol) ethyl acrylate are added under an argon atmosphere and stirred for 20 hours at ambient temperature. After neutralising with 0.6 ml 1-molar hydrochloric acid the reaction mixture is evaporated down i. vac., the residue is taken up in sat. sodium chloride solution and extracted with ethyl acetate. The combined organic phases are washed with sat. sodium chlor... Reaction SMILES: [N+:1]([C:4]1[CH:5]=[CH:6][C:7](=[O:29])[NH:8][C:9]=1[NH:10][C:11](=O)[C:12]1[CH:17]=[CH:16][C:15]([O:18]CC2C=CC=CC=2)=[CH:14][C:13]=1[O:26][CH3:27])([O-])=O>C(O)(=O)C.[Pd]>[CH3:27][O:26][C:13]1[CH:14]=[C:15]([OH:18])[CH:16]=[CH:17][C:12]=1[C:11]1[N:10]=[C:9]2[NH:8][C:7](=[O:29])[CH2:6][CH:5]=[C:4]2[N:1]=1. Reactants: [N+](=O)([O-])C=1C=CC(NC1NC(C1=C(C=C(C=C1)OCC1=CC=CC=C1)OC)=O)=O (5-nitro-6-(2-methoxy-4-benzyloxy-benzoylamino)-2-pyridone). Reported procedure: 3.95 g of 5-nitro-6-(2-methoxy-4-benzyloxy-benzoylamino)-2-pyridone were hydrogenated in 350 ml of glacial acetic acid after the addition of 1 g of 10% palladium-on-charcoal for 1.7 hours at 80° C. under a pressure of 5 bar. The reaction mixture was then stirred at 100° C. for 1.3 hours. The catalyst was filtered off, and the filtrate was allowed to cool. The product which precipitated was washed with ether. By evaporating the filtrate and adding ether, further fractions were obtained. Yield: 2.... Reagents/catalysts: [Pd] (palladium-on-charcoal). Yields the product COC1=C(C=CC(=C1)O)C1=NC=2C(NC(CC2)=O)=N1 (2-(2-Methoxy-4-hydroxy-phenyl)-4H-imidazo[4,5-b]pyridin-5-one). Solvent: C(C)(=O)O (acetic acid). Run at temperature 100 celsius, time 1.3 hour.